Dataset: the Open Reaction Database (ORD), a public repository of structured organic reaction records. Task: describe an organic reaction: reactants, conditions, products, and yield Starting materials: [BH3-]C#N, CN(C)C=Cc1ccc([N+](=O)[O-])c2[nH]ncc12, CCOC(C)=O, CC(=O)O, [Na+], [Na+], [OH-]. Product: CN(C)CCc1ccc([N+](=O)[O-])c2[nH]ncc12. Reaction SMILES: [C:18]([BH3-:19])#[N:20].[CH3:1][N:2]([CH:3]=[CH:4][c:5]1[c:6]2[cH:7][n:8][nH:9][c:10]2[c:11]([N+:14](=[O:15])[O-:16])[cH:12][cH:13]1)[CH3:17].[CH3:22][CH2:23][O:24][C:25](=[O:26])[CH3:27].[CH3:30][C:31](=[O:32])[OH:33].[Na+:21].[Na+:29].[OH-:28]>>[CH3:1][N:2]([CH2:3][CH2:4][c:5]1[c:6]2[cH:7][n:8][nH:9][c:10]2[c:11]([N+:14](=[O:15])[O-:16])[cH:12][cH:13]1)[CH3:17].